The task is: describe an organic reaction: reactants, conditions, products, and yield. This data is from the Open Reaction Database (ORD), a public repository of structured organic reaction records. Starting materials: C1CCNCC1, COc1ccc(C=CC=O)cc1, CCO, N#CCC#N. Yields the product COc1ccc(C=CC=C(C#N)C#N)cc1. Reaction SMILES: [CH2:18]1[CH2:19][CH2:20][NH:21][CH2:22][CH2:23]1.[CH3:1][O:2][c:3]1[cH:4][cH:5][c:6]([CH:7]=[CH:8][CH:9]=[O:10])[cH:11][cH:12]1.[CH3:24][CH2:25][OH:26].[N:13]#[C:14][CH2:15][C:16]#[N:17]>>[CH3:1][O:2][c:3]1[cH:4][cH:5][c:6]([CH:7]=[CH:8][CH:9]=[C:15]([C:14]#[N:13])[C:16]#[N:17])[cH:11][cH:12]1.